From a dataset of the Open Reaction Database (ORD), a public repository of structured organic reaction records. describe an organic reaction: reactants, conditions, products, and yield Starting materials: O=C(O)Cc1ccc2c(c1)OCO2, Nc1ccc(Cl)cn1. Reagents/catalysts: COC1=NC(=NC(=N1)Cl)Cl (2,4-Dichloro-6-methoxy-1,3,5-triazine), CCN(C(C)C)C(C)C (DIPEA). Run in CN(C)C=O (DMF), CN(C)C=O (DMF), CN(C)C=O (DMF), CN(C)C=O (DMF), CN(C)C=O (DMF), CN(C)C=O (DMF). Run at temperature 25 celsius, time 2 hour. Product: O=C(Cc1ccc2c(c1)OCO2)Nc1ccc(Cl)cn1. The yield is 15.8%. As a reaction SMILES: Nc1ccc(Cl)cn1.O=C(O)Cc1ccc2c(c1)OCO2.COC1=NC(=NC(=N1)Cl)Cl.CCN(C(C)C)C(C)C.CN(C)C=O>>O=C(Cc1ccc2c(c1)OCO2)Nc1ccc(Cl)cn1. Starting materials: CN(C1=CC=CC2=CC=CC(=C12)N(C)C)C (N,N,N′,N′-tetramethylnaphthalene-1,8-diamine), ClC1=CC(=C(OC2=CC(=C(C=C2F)S(=O)(=O)N(C2=NC=NS2)CC2=C(C=C(C=C2)OC)OC)F)C=C1)C1=CC=NN1C1CN(C1)C(C1=CC=CC=C1)C1=CC=CC=C1 (4-(4-chloro-2-{1-[1-(diphenylmethyl)azetidin-3-yl]-1H-pyrazol-5-yl}phenoxy)-N-(2,4-dimethoxybenzyl)-2,5-difluoro-N-1,2,4-thiadiazol-5-ylbenzenesulfonamide), ClC(=O)OC(C)Cl (1-chloroethyl chloroformate). The solvent is CO (methanol), ClCCl (dichloromethane). Reaction conditions: time 4 hour. Product: N1CC(C1)N1N=CC=C1C1=C(OC2=CC(=C(C=C2F)S(=O)(=O)NC2=NC=NS2)F)C=CC(=C1)Cl (4-[2-(1-azetidin-3-yl-1H-pyrazol-5-yl)-4-chlorophenoxy]-2,5-difluoro-N-1,2,4-thiadiazol-5-ylbenzenesulfonamide). As a reaction SMILES: [Cl:1][C:2]1[CH:36]=[CH:35][C:5]([O:6][C:7]2[C:12]([F:13])=[CH:11][C:10]([S:14]([N:17](CC3C=CC(OC)=CC=3OC)[C:18]3[S:22][N:21]=[CH:20][N:19]=3)(=[O:16])=[O:15])=[C:9]([F:34])[CH:8]=2)=[C:4]([C:37]2[N:41]([CH:42]3[CH2:45][N:44](C(C4C=CC=CC=4)C4C=CC=CC=4)[CH2:43]3)[N:40]=[CH:39][CH:38]=2)[CH:3]=1.CN(C)C1C2C(=CC=CC=2N(C)C)C=CC=1.ClC(OC(Cl)C)=O>ClCCl.CO>[NH:44]1[CH2:43][CH:42]([N:41]2[C:37]([C:4]3[CH:3]=[C:2]([Cl:1])[CH:36]=[CH:35][C:5]=3[O:6][C:7]3[C:12]([F:13])=[CH:11][C:10]([S:14]([NH:17][C:18]4[S:22][N:21]=[CH:20][N:19]=4)(=[O:15])=[O:16])=[C:9]([F:34])[CH:8]=3)=[CH:38][CH:39]=[N:40]2)[CH2:45]1. Procedure details: 4-(4-chloro-2-{1-[1-(diphenylmethyl)azetidin-3-yl]-1H-pyrazol-5-yl}phenoxy)-N-(2,4-dimethoxybenzyl)-2,5-difluoro-N-1,2,4-thiadiazol-5-ylbenzenesulfonamide (Preparation 688, 270 mg, 0.321 mmol) was dissolved in dichloromethane (15 ml) and N,N,N′,N′-tetramethylnaphthalene-1,8-diamine (85 mg, 0.40 mmol) was added followed by 1-chloroethyl chloroformate (0.07 ml, 0.65 mmol) and the solution was stirred at room temperature for 4 hours. The solution was concentrated in vacuo and the residue was partit...